Dataset: the Open Reaction Database (ORD), a public repository of structured organic reaction records. Task: describe an organic reaction: reactants, conditions, products, and yield Reactants: C1CCOC1, CO, CCc1nc2cc(NC=O)c(Cl)cc2n1-c1ccc(CCCl)cc1, Cl. Yields the product CCc1nc2cc(NC)c(Cl)cc2n1-c1ccc(CCCl)cc1. As a reaction SMILES: [CH2:28]1[O:29][CH2:30][CH2:31][CH2:32]1.[CH3:25][OH:26].[Cl:1][c:2]1[c:3]([NH:22][CH:23]=[O:24])[cH:4][c:5]2[c:6]([n:7](-[c:12]3[cH:13][cH:14][c:15]([CH2:18][CH2:19][Cl:20])[cH:16][cH:17]3)[c:8]([CH2:10][CH3:11])[n:9]2)[cH:21]1.[ClH:27]>>[Cl:1][c:2]1[c:3]([NH:22][CH3:23])[cH:4][c:5]2[c:6]([n:7](-[c:12]3[cH:13][cH:14][c:15]([CH2:18][CH2:19][Cl:20])[cH:16][cH:17]3)[c:8]([CH2:10][CH3:11])[n:9]2)[cH:21]1. Starting materials: Br, CCOC(=O)c1nc2c(=O)[nH]c3cc(C(F)(F)F)ccc3n2c1Cn1ccnc1C. Yields the product Cc1nccn1Cc1c(C(=O)O)nc2c(=O)[nH]c3cc(C(F)(F)F)ccc3n12. As a reaction SMILES: [BrH:31].[CH2:1]([CH3:2])[O:3][C:4](=[O:5])[c:6]1[n:7][c:8]2[n:9]([c:10]3[cH:11][cH:12][c:13]([C:19]([F:20])([F:21])[F:22])[cH:14][c:15]3[nH:16][c:17]2=[O:18])[c:23]1[CH2:24][n:25]1[c:26]([CH3:30])[n:27][cH:28][cH:29]1>>[O:3]=[C:4]([OH:5])[c:6]1[n:7][c:8]2[n:9]([c:10]3[cH:11][cH:12][c:13]([C:19]([F:20])([F:21])[F:22])[cH:14][c:15]3[nH:16][c:17]2=[O:18])[c:23]1[CH2:24][n:25]1[c:26]([CH3:30])[n:27][cH:28][cH:29]1. The reactants are solution, C(CCC)[Li] (n-butyl lithium), CN(C=O)C (dimethylforamide), Cl (hydrochloric acid), BrC1=CC=2C(C3=CC(=CC=C3C2C=C1)Br)(CCCCCCCCCC)CCCCCCCCCC (2,7-dibromo-9,9-didecylfluorene). Run in hexanes, O1CCCC1 (THF), O1CCCC1 (terahydrofuran), C1(=CC=CC=C1)C (toluene). Conditions: temperature 0 celsius, time 1 hour. Product: BrC1=CC=C2C=3C=CC(=CC3C(C2=C1)(CCCCCCCCCC)CCCCCCCCCC)C=O (7-Bromo-9,9-didecylfluorene-2-carbaldehyde). Isolated yield 81.0%. Reaction SMILES: [Br:1][C:2]1[CH:14]=[CH:13][C:12]2[C:11]3[C:6](=[CH:7][C:8](Br)=[CH:9][CH:10]=3)[C:5]([CH2:26][CH2:27][CH2:28][CH2:29][CH2:30][CH2:31][CH2:32][CH2:33][CH2:34][CH3:35])([CH2:16][CH2:17][CH2:18][CH2:19][CH2:20][CH2:21][CH2:22][CH2:23][CH2:24][CH3:25])[C:4]=2[CH:3]=1.C([Li])CCC.CN(C)[CH:43]=[O:44].Cl>O1CCCC1.C1(C)C=CC=CC=1>[Br:1][C:2]1[CH:3]=[C:4]2[C:12]([C:11]3[CH:10]=[CH:9][C:8]([CH:43]=[O:44])=[CH:7][C:6]=3[C:5]2([CH2:26][CH2:27][CH2:28][CH2:29][CH2:30][CH2:31][CH2:32][CH2:33][CH2:34][CH3:35])[CH2:16][CH2:17][CH2:18][CH2:19][CH2:20][CH2:21][CH2:22][CH2:23][CH2:24][CH3:25])=[CH:13][CH:14]=1. Procedure: To a solution of 2,7-dibromo-9,9-didecylfluorene (95.5 g, 0.158 mol) in terahydrofuran (THF, 375 mL), cooled In a dry-ice acetone bath, a 1.6 M solution of n-butyl lithium in hexanes (100 mL) was added over a period of 25 minutes. After stirring for 30 minutes a solution of dimethylforamide (DMF, 23 mL) in THF (25 ml) was added and the mixture was stirred for 1 hour in the cooling bath. After the mixture had been warmed to 0° C., hydrochloric acid (1:1, 50 mL) was added, diluted with toluene and... Starting materials: C(=O)(C(F)(F)F)O (TFA), C(C)(C)(C)OC(COCCOCCOCCOCCOCCOCCNC(=O)OCC1=CC=CC=C1)=O ({2-[2-(2-{2-[2-(2-Benzyloxycarbonylamino-ethoxy)-ethoxy]-ethoxy}-ethoxy)-ethoxy]-ethoxy}-acetic Acid Tert-butyl Ester). The solvent is C(Cl)Cl (CH2Cl2). Run at time 8 hour. The product is [NH4+].[OH-] (NH4OH), C(C1=CC=CC=C1)OC(=O)NCCOCCOCCOCCOCCOCCOCC(=O)O ({2-[2-(2-{2-[2-(2-Benzyloxycarbonylamino-ethoxy)-ethoxy]-ethoxy}-ethoxy)-ethoxy]-ethoxy}-acetic acid). Yield: 99.0%. RXN SMILES: C(O)(C(F)(F)F)=[O:2].C([O:12][C:13](=[O:44])[CH2:14][O:15][CH2:16][CH2:17][O:18][CH2:19][CH2:20][O:21][CH2:22][CH2:23][O:24][CH2:25][CH2:26][O:27][CH2:28][CH2:29][O:30][CH2:31][CH2:32][NH:33][C:34]([O:36][CH2:37][C:38]1[CH:43]=[CH:42][CH:41]=[CH:40][CH:39]=1)=[O:35])(C)(C)C>C(Cl)Cl>[NH4+:33].[OH-:2].[CH2:37]([O:36][C:34]([NH:33][CH2:32][CH2:31][O:30][CH2:29][CH2:28][O:27][CH2:26][CH2:25][O:24][CH2:23][CH2:22][O:21][CH2:20][CH2:19][O:18][CH2:17][CH2:16][O:15][CH2:14][C:13]([OH:44])=[O:12])=[O:35])[C:38]1[CH:39]=[CH:40][CH:41]=[CH:42][CH:43]=1 |f:3.4|. Procedure: TFA (4 mL) was added to a solution of compound 6 (0.93 g, 1.7 mmol) in CH2Cl2 (20 mL) and the resulting solution was stirred overnight at ambient temperature. The resulting solution was concentrated in vacuo and the residue was loaded onto a silica gel gravity column (50 g) and eluted with CH2Cl2:MeOH:NH4OH(30% aqueous) 90:10:1 (v/v) to afford compound 7 as a thick colorless oil (0.83 g, 99%). The reactants are CC1=C(N=C(O1)C1=CC=CC=C1)COC1=CC=C(COC=2C(=NC=CC2)C(=O)OC)C=C1 (methyl 3-[4-[(5-methyl-2-phenyl-4-oxazolyl)methoxy]benzyloxy]-2-pyridinecarboxylate), [BH4-].[Na+] (sodium borohydride), O1CCCC1 (tetrahydrofuran), CO (methanol). Solvent: O (water). Reaction conditions: temperature 50 celsius, time 1 hour. The product is CC1=C(N=C(O1)C1=CC=CC=C1)COC1=CC=C(COC=2C(=NC=CC2)CO)C=C1 ([3-[4-[(5-methyl-2-phenyl-4-oxazolyl)methoxy]benzyloxy]-2-pyridyl]methanol). Isolated yield 82.0%. As a reaction SMILES: [CH3:1][C:2]1[O:6][C:5]([C:7]2[CH:12]=[CH:11][CH:10]=[CH:9][CH:8]=2)=[N:4][C:3]=1[CH2:13][O:14][C:15]1[CH:32]=[CH:31][C:18]([CH2:19][O:20][C:21]2[C:22]([C:27](OC)=[O:28])=[N:23][CH:24]=[CH:25][CH:26]=2)=[CH:17][CH:16]=1.[BH4-].[Na+].O1CCCC1.CO>O>[CH3:1][C:2]1[O:6][C:5]([C:7]2[CH:8]=[CH:9][CH:10]=[CH:11][CH:12]=2)=[N:4][C:3]=1[CH2:13][O:14][C:15]1[CH:32]=[CH:31][C:18]([CH2:19][O:20][C:21]2[C:22]([CH2:27][OH:28])=[N:23][CH:24]=[CH:25][CH:26]=2)=[CH:17][CH:16]=1 |f:1.2|. Procedure details: To a mixture of methyl 3-[4-[(5-methyl-2-phenyl-4-oxazolyl)methoxy]benzyloxy]-2-pyridinecarboxylate (0.30 g), sodium borohydride (0.13 g) and tetrahydrofuran (10 mL) was dropwise added methanol (2 mL) at 50° C., and the mixture was stirred at 50° C. for 1 hr. To the reaction mixture was added water and the mixture was extracted with ethyl acetate. The organic layer was washed with saturated brine, dried over anhydrous magnesium sulfate, and concentrated to give crystals (0.23 g, 82%) of [3-[4-[(... As a reaction SMILES: [Al+3:12].[Cl-:11].[Cl-:13].[Cl-:14].[Cl:29][CH2:30][Cl:31].[ClH:28].[F:1][c:2]1[cH:3][cH:4][c:5]2[c:6]([cH:10]1)[CH2:7][CH2:8][O:9]2.[OH:15][C:16]([C:17](=[O:18])[OH:19])([CH:20]=[C:21]([CH3:22])[CH3:23])[C:24]([F:25])([F:26])[F:27]>>[F:1][c:2]1[cH:3][c:4]([C:21]([CH2:20][C:16]([OH:15])([C:17](=[O:18])[OH:19])[C:24]([F:25])([F:26])[F:27])([CH3:22])[CH3:23])[c:5]2[c:6]([cH:10]1)[CH2:7][CH2:8][O:9]2. Yields the product CC(C)(CC(O)(C(=O)O)C(F)(F)F)c1cc(F)cc2c1OCC2. Starting materials: [Al+3], [Cl-], [Cl-], [Cl-], ClCCl, Cl, Fc1ccc2c(c1)CCO2, CC(C)=CC(O)(C(=O)O)C(F)(F)F.